This data is from the Open Reaction Database (ORD), a public repository of structured organic reaction records. The task is: describe an organic reaction: reactants, conditions, products, and yield Starting materials: C(C)(C)(C)C=1C(=C(C(=O)O)C=CC1[C@@H](CC)NC(=O)N1CC(NC[C@@H](C1=O)CC1=C(C=CC(=C1)Cl)OC)=NCC(OC)OC)N (tert-butyl 2-amino-4-[(1R)-1-({[(6S)-6-(5-chloro-2-methoxybenzyl)-3-(2,2-dimethoxyethylimino)-7-oxo-1,4-diazepan-1-yl]carbonyl}amino)propyl]benzoic acid), C1(=CC=C(C=C1)S(=O)(=O)[O-])C.[NH+]1=CC=CC=C1 (pyridinium p-toluenesulfonate). Solvent: O1CCOCC1 (1,4-dioxane). Run at temperature 100 celsius, time 2 hour. Yields the product NC1=C(C(=O)OC(C)(C)C)C=CC(=C1)[C@@H](CC)NC(=O)N1CC=2N(C[C@@H](C1=O)CC1=C(C=CC(=C1)Cl)OC)C=CN2 (tert-butyl 2-amino-4-[(1R)-1-({[(6S)-6-(5-chloro-2-methoxybenzyl)-7-oxo-6,7-dihydro-5H-imidazo[1,2-a][1,4]diazepin-8(9H)-yl]carbonyl}amino)propyl]benzoate). Reaction SMILES: C([C:5]1[C:6]([NH2:45])=[C:7]([CH:11]=[CH:12][C:13]=1[C@H:14]([NH:17][C:18]([N:20]1[C:26](=[O:27])[C@@H:25]([CH2:28][C:29]2[CH:34]=[C:33]([Cl:35])[CH:32]=[CH:31][C:30]=2[O:36][CH3:37])[CH2:24][NH:23][C:22](=[N:38][CH2:39][CH:40](OC)OC)[CH2:21]1)=[O:19])[CH2:15][CH3:16])[C:8]([OH:10])=[O:9])(C)(C)C.[C:46]1([CH3:56])[CH:51]=CC(S([O-])(=O)=O)=C[CH:47]=1.[NH+]1C=CC=CC=1>O1CCOCC1>[NH2:45][C:6]1[CH:5]=[C:13]([C@H:14]([NH:17][C:18]([N:20]2[C:26](=[O:27])[C@@H:25]([CH2:28][C:29]3[CH:34]=[C:33]([Cl:35])[CH:32]=[CH:31][C:30]=3[O:36][CH3:37])[CH2:24][N:23]3[CH:40]=[CH:39][N:38]=[C:22]3[CH2:21]2)=[O:19])[CH2:15][CH3:16])[CH:12]=[CH:11][C:7]=1[C:8]([O:10][C:46]([CH3:56])([CH3:51])[CH3:47])=[O:9] |f:1.2|. Reported procedure: The compound 89a crude product obtained at Step (1) (94.2 mg) was dissolved in 1,4-dioxane (4 ml), pyridinium p-toluenesulfonate (5 mg) was added, and the mixture was stirred at 100° C. for 2 hours. The reaction solution was concentrated, then the residue was purified by flash column chromatography (NH2 silica gel, ethyl acetate/hexane=7/3 to 1/0) to obtain tert-butyl 2-amino-4-[(1R)-1-({[(6S)-6-(5-chloro-2-methoxybenzyl)-7-oxo-6,7-dihydro-5H-imidazo[1,2-a][1,4]diazepin-8(9H)-yl]carbonyl}amino)p... The reactants are CO, Cl, CC(C)(C)OC(=O)N1CCc2cn(-c3ccc(N4CCCCC4)cc3)nc2CC1, C1COCCO1. Yields the product c1cc(-n2cc3c(n2)CCNCC3)ccc1N1CCCCC1. As a reaction SMILES: [CH3:37][OH:38].[ClH:30].[N:1]1([c:7]2[cH:8][cH:9][c:10](-[n:13]3[n:14][c:15]4[c:21]([cH:22]3)[CH2:20][CH2:19][N:18]([C:23]([O:24][C:25]([CH3:26])([CH3:27])[CH3:28])=[O:29])[CH2:17][CH2:16]4)[cH:11][cH:12]2)[CH2:2][CH2:3][CH2:4][CH2:5][CH2:6]1.[O:31]1[CH2:32][CH2:33][O:34][CH2:35][CH2:36]1>>[N:1]1([c:7]2[cH:8][cH:9][c:10](-[n:13]3[n:14][c:15]4[c:21]([cH:22]3)[CH2:20][CH2:19][NH:18][CH2:17][CH2:16]4)[cH:11][cH:12]2)[CH2:2][CH2:3][CH2:4][CH2:5][CH2:6]1.